From a dataset of the Open Reaction Database (ORD), a public repository of structured organic reaction records. describe an organic reaction: reactants, conditions, products, and yield Starting materials: COC1=C(C=C(C=C1)Br)C(CO)(C)C (2-(Methoxy-5-bromophenyl)-2-methyl-1-propanol), Cl.N1=CC=CC=C1 (pyridine hydrochloride), ice water, Cl (hydrochloric acid). The solvent is CCOCC (ether). Reaction conditions: time 50 minute. Product: BrC=1C=CC2=C(C(C(O2)O)(C)C)C1 (5-Bromo-2,3-dihydro-3,3-dimethyl-2-hydroxybenzofuran). RXN SMILES: C[O:2][C:3]1[CH:8]=[CH:7][C:6]([Br:9])=[CH:5][C:4]=1[C:10]([CH3:14])([CH3:13])[CH2:11][OH:12].Cl.N1C=CC=CC=1.Cl>CCOCC>[Br:9][C:6]1[CH:7]=[CH:8][C:3]2[O:2][CH:11]([OH:12])[C:10]([CH3:14])([CH3:13])[C:4]=2[CH:5]=1 |f:1.2|. Reported procedure: 2-(2-(Methoxy-5-bromophenyl)-2-methyl-1-propanol (30 g, 0.115 mole) was added to molten pyridine hydrochloride (60 g) and the mixture heated with stirring at 190°-200° C. for 50 minutes. Addition to ice-water containing a little hydrochloric acid and isolated through ether gave, after recrystallisation from petroleum ether (b.p. 80°-100° C.) 11.7 g (42%) title product m.p. 114°-5° C.